From a dataset of the Open Reaction Database (ORD), a public repository of structured organic reaction records. describe an organic reaction: reactants, conditions, products, and yield The reactants are C(#C)C=1C=NN2C1N=C(C=C2C(F)(F)F)C2=CC=C(C=C2)C(F)(F)F (3-ethynyl-7-trifluoromethyl-5-(4-trifluoromethyl-phenyl)-pyrazolo[1,5-a]pyrimidine), BrC=1C(=CC(=C(C1)S(=O)(=O)N)F)F (5-bromo-2,4-difluorobenzenesulphonamide). Yields the product FC1=C(C=C(C(=C1)F)C#CC=1C=NN2C1N=C(C=C2C(F)(F)F)C2=CC=C(C=C2)C(F)(F)F)S(=O)(=O)N (2,4-Difluoro-5-[7-trifluoromethyl-5-(4-trifluoromethyl-phenyl)-pyrazolo[1,5-a]pyrimidin-3-ylethynyl]-benzenesulfonamide), solid. As a reaction SMILES: [C:1]([C:3]1[CH:4]=[N:5][N:6]2[C:11]([C:12]([F:15])([F:14])[F:13])=[CH:10][C:9]([C:16]3[CH:21]=[CH:20][C:19]([C:22]([F:25])([F:24])[F:23])=[CH:18][CH:17]=3)=[N:8][C:7]=12)#[CH:2].Br[C:27]1[C:28]([F:38])=[CH:29][C:30]([F:37])=[C:31]([S:33]([NH2:36])(=[O:35])=[O:34])[CH:32]=1>>[F:37][C:30]1[CH:29]=[C:28]([F:38])[C:27]([C:2]#[C:1][C:3]2[CH:4]=[N:5][N:6]3[C:11]([C:12]([F:14])([F:13])[F:15])=[CH:10][C:9]([C:16]4[CH:21]=[CH:20][C:19]([C:22]([F:25])([F:24])[F:23])=[CH:18][CH:17]=4)=[N:8][C:7]=23)=[CH:32][C:31]=1[S:33]([NH2:36])(=[O:34])=[O:35]. Reported procedure: The title compound was prepared from 3-ethynyl-7-trifluoromethyl-5-(4-trifluoromethyl-phenyl)-pyrazolo[1,5-a]pyrimidine (example C.1) (355 mg, 1.0 mmol) and commercially available 5-bromo-2,4-difluorobenzenesulphonamide (245 mg, 0.9 mmol) according to general procedure II. Obtained as a yellow solid (230 mg, 42%). MS (ISP) 614.3 [(M+H)+]; mp 281-284° C. Isolated yield 42.0%. The reactants are S(=O)(=O)(C1=CC=C(C)C=C1)OCC12CCC(CC1)(CC2)C (4-methylbicyclo[2.2.2]oct-1-yl methanol tosylate), [C-]#N.[Na+] (sodium cyanide), CS(=O)C (dimethyl sulfoxide). The solvent is C(Cl)Cl (methylene chloride). Yields the product CC12CCC(CC1)(CC2)CC#N (4-methylbicyclo[2.2.2]oct-1-yl acetonitrile). RXN SMILES: S(O[CH2:12][C:13]12[CH2:20][CH2:19][C:16]([CH3:21])([CH2:17][CH2:18]1)[CH2:15][CH2:14]2)(C1C=CC(C)=CC=1)(=O)=O.[C-:22]#[N:23].[Na+].CS(C)=O>C(Cl)Cl>[CH3:21][C:16]12[CH2:15][CH2:14][C:13]([CH2:12][C:22]#[N:23])([CH2:18][CH2:17]1)[CH2:20][CH2:19]2 |f:1.2|. Procedure: The mixture containing 0.065 mole of 4-methylbicyclo[2.2.2]oct-1-yl methanol tosylate, 0.1 mole of sodium cyanide, and 100 ml. of dimethyl sulfoxide is stirred at 70° C for 4 hours and then poured into 500 ml. of methylene chloride. The organic phase is then washed four times with water, separated and dried with anhydrous magnesium sulfate and filtered. The filtrate is then evaporated under vacuum affording an oil which is then chromatographed on silica gel eluting with 10% ethyl acetate-90%, vo... Reactants: C(C=CC1=CC=CC=C1)=O (cinnamaldehyde), C(CCCC)=O (valeraldehyde), [OH-].[Na+] (NaOH). The solvent is CO (methanol). Reaction conditions: time 2 hour. The product is C(CC)C(C=O)=CC=CC1=CC=CC=C1 (2-n-Propyl-5-phenylpenta-2,4-dienal). Isolated yield 68.0%. Reaction SMILES: [CH:1](=O)[CH:2]=[CH:3][C:4]1[CH:9]=[CH:8][CH:7]=[CH:6][CH:5]=1.[CH:11](=[O:16])[CH2:12][CH2:13][CH2:14][CH3:15].[OH-].[Na+]>CO>[CH2:13]([C:12](=[CH:1][CH:2]=[CH:3][C:4]1[CH:9]=[CH:8][CH:7]=[CH:6][CH:5]=1)[CH:11]=[O:16])[CH2:14][CH3:15] |f:2.3|. Procedure: A mixture of cinnamaldehyde (400 g) and valeraldehyde (300 g) was added to a solution of 52 g of NaOH in 1950 g methanol over a period of 2 hours. After the addition is completed, stirring was continued for another 2 hours. The reaction mixture was washed with water, the solvent removed and the resulting product distilled. 412 g 2-n-Propyl-5-phenylpenta-2,4-dienal were obtained as a yellowish oil (content 90%; 60% theoretical yield). Conditions: time 2 hour. The product is ClCCCSC1=C(CO)C=CC=C1 (2-(3-chloropropylthio)benzylalcohol). The reactants are OCC1=C(C=CC=C1)S (2-(hydroxymethyl)thiophenol), BrCCCCl (1-bromo-3-chloropropane), C([O-])([O-])=O.[K+].[K+] (potassium carbonate). Reported procedure: A mixture of 11.9 g of 2-(hydroxymethyl)thiophenol, 35.44 g of 1-bromo-3-chloropropane, 11.58 g of potassium carbonate and 150 ml of dimethylformamide is stirred at room temperature for 2 hours. Insoluble materials are filtered off, and the filtrate is concentrated under reduced pressure to remove solvent. Water is added to the residue, and the aqueous mixture is extracted with ethyl acetate. The extract is washed with water, dried and concentrated under reduced pressure to remove solvent. The r... Reaction SMILES: [OH:1][CH2:2][C:3]1[CH:8]=[CH:7][CH:6]=[CH:5][C:4]=1[SH:9].Br[CH2:11][CH2:12][CH2:13][Cl:14].C(=O)([O-])[O-].[K+].[K+]>CN(C)C=O>[Cl:14][CH2:13][CH2:12][CH2:11][S:9][C:4]1[CH:5]=[CH:6][CH:7]=[CH:8][C:3]=1[CH2:2][OH:1] |f:2.3.4|. Run in CN(C=O)C (dimethylformamide). The yield is 91.3%. Starting materials: C(CCCCCCCC=CCCCCCCCC)(=O)OC(CC(=O)O)CCCCCCCC=CCCCCCCCC (3-(9-octadecenoyloxy)-11-eicosenoic acid), NCC(=O)N[C@@H](CO)C(=O)O (N-glycyl-L-serine). Product: C(CCCCCCCC=CCCCCCCCC)(=O)OC(CC(=O)NCC(=O)N[C@@H](CO)C(=O)O)CCCCCCCC=CCCCCCCCC (N-[N-[3-(9-octadecenoyloxy)-11-eicosenoyl]glycyl]-L-serine). Isolated yield 62.5%. Reaction SMILES: [C:1]([O:20][CH:21]([CH2:26][CH2:27][CH2:28][CH2:29][CH2:30][CH2:31][CH2:32][CH:33]=[CH:34][CH2:35][CH2:36][CH2:37][CH2:38][CH2:39][CH2:40][CH2:41][CH3:42])[CH2:22][C:23]([OH:25])=O)(=[O:19])[CH2:2][CH2:3][CH2:4][CH2:5][CH2:6][CH2:7][CH2:8][CH:9]=[CH:10][CH2:11][CH2:12][CH2:13][CH2:14][CH2:15][CH2:16][CH2:17][CH3:18].[NH2:43][CH2:44][C:45]([NH:47][C@H:48]([C:51]([OH:53])=[O:52])[CH2:49][OH:50])=[O:46]>>[C:1]([O:20][CH:21]([CH2:26][CH2:27][CH2:28][CH2:29][CH2:30][CH2:31][CH2:32][CH:33]=[CH:34][CH2:35][CH2:36][CH2:37][CH2:38][CH2:39][CH2:40][CH2:41][CH3:42])[CH2:22][C:23]([NH:43][CH2:44][C:45]([NH:47][C@H:48]([C:51]([OH:53])=[O:52])[CH2:49][OH:50])=[O:46])=[O:25])(=[O:19])[CH2:2][CH2:3][CH2:4][CH2:5][CH2:6][CH2:7][CH2:8][CH:9]=[CH:10][CH2:11][CH2:12][CH2:13][CH2:14][CH2:15][CH2:16][CH2:17][CH3:18]. Procedure details: Starting from 3-(9-octadecenoyloxy)-11-eicosenoic acid (0.54 g) and N-glycyl-L-serine (0.4 g), N-[N-[3-(9-octadecenoyloxy)-11-eicosenoyl]glycyl]-L-serine (0.42 g) was obtained as powders according to a similar manner to that of Example 6. Starting materials: N1=CC=C(C=C1)NN (4-pyridylhydrazine), C(C)CCCC(=O)CC(=O)[O-] (ethylbutyrylacetate). Product: C(CC)C=1CC(N(N1)C1=CC=NC=C1)=O (2,4-dihydro-5-propyl-2-(4-pyridyl)-3H-pyrazol-3-one). RXN SMILES: [N:1]1[CH:6]=[CH:5][C:4]([NH:7][NH2:8])=[CH:3][CH:2]=1.[CH2:9]([CH2:11][CH2:12][CH2:13][C:14](CC([O-])=O)=[O:15])[CH3:10]>>[CH2:11]([C:12]1[CH2:13][C:14](=[O:15])[N:7]([C:4]2[CH:5]=[CH:6][N:1]=[CH:2][CH:3]=2)[N:8]=1)[CH2:9][CH3:10]. Procedure details: From the reaction of 4-pyridylhydrazine and ethylbutyrylacetate, 2,4-dihydro-5-propyl-2-(4-pyridyl)-3H-pyrazol-3-one is obtained. Subsequent reaction wvith 2-ethylaniline yields 4-(2-ethyianilinomethylene)-2,4-dihydro-5-propyl-2-(4-pyridyl)-3H-pyrazol-3-one, Mp 159.2° C. Procedure: Prepared according to the procedure for 2-(1H-pyrazol-1-yl)-N-[(1S,2S)-2-{[5-(trifluoromethyl)pyrazin-2-yl]amino}cyclopentyl]benzamide (Example 31) from (1S,2S)-1-N-[5-(trifluoromethyl)pyrazin-2-yl]cyclopentane-1,2-diamine hydrochloride (Intermediate 14, 213 mg, 0.75 mmol) and 2,6-dimethoxybenzoic acid (CAS number 1466-76-8; 151 mg, 0.83 mmol) except this was then purified by column chromatography (silica, 0-100% ethyl acetate/petrol) to afford the title compound. The reactants are N1(N=CC=C1)C1=C(C(=O)N[C@@H]2[C@H](CCC2)NC2=NC=C(N=C2)C(F)(F)F)C=CC=C1 (2-(1H-Pyrazol-1-yl)-N-[(1S,2S)-2-{[5-(trifluoromethyl)pyrazin-2-yl]amino}cyclopentyl]benzamide), COC1=C(C(=O)O)C(=CC=C1)OC (2,6-dimethoxybenzoic acid), Cl.FC(C=1N=CC(=NC1)N[C@@H]1[C@H](CCC1)N)(F)F ((1S,2S)-1-N-[5-(trifluoromethyl)pyrazin-2-yl]cyclopentane-1,2-diamine hydrochloride), Cl.FC(C=1N=CC(=NC1)N[C@@H]1[C@H](CCC1)N)(F)F ((1S,2S)-1-N-[5-(trifluoromethyl)pyrazin-2-yl]cyclopentane-1,2-diamine hydrochloride). Reaction SMILES: N1(C2C=CC=CC=2C(N[C@H]2CCC[C@@H]2NC2C=NC(C(F)(F)F)=CN=2)=O)C=CC=N1.Cl.[F:32][C:33]([F:48])([F:47])[C:34]1[N:35]=[CH:36][C:37]([NH:40][C@H:41]2[CH2:45][CH2:44][CH2:43][C@@H:42]2[NH2:46])=[N:38][CH:39]=1.[CH3:49][O:50][C:51]1[CH:59]=[CH:58][CH:57]=[C:56]([O:60][CH3:61])[C:52]=1[C:53](O)=[O:54]>>[CH3:61][O:60][C:56]1[CH:57]=[CH:58][CH:59]=[C:51]([O:50][CH3:49])[C:52]=1[C:53]([NH:46][C@H:42]1[CH2:43][CH2:44][CH2:45][C@@H:41]1[NH:40][C:37]1[CH:36]=[N:35][C:34]([C:33]([F:32])([F:47])[F:48])=[CH:39][N:38]=1)=[O:54] |f:1.2|. The product is COC1=C(C(=O)N[C@@H]2[C@H](CCC2)NC2=NC=C(N=C2)C(F)(F)F)C(=CC=C1)OC (2,6-Dimethoxy-N-[(1S,2S)-2-{[5-(trifluoromethyl)pyrazin-2-yl]amino}cyclopentyl]benzamide). Starting materials: CC1(CCCC2=CC=C(C=C12)C)C (1,2,3,4-tetrahydro-1,1,7-trimethyl-naphthalene), Br(=O)(=O)[O-].[K+] (potassium bromate), [N+](=O)([O-])[O-].[NH4+].[Ce] (cerium ammonium nitrate). Run in O (water), O1CCOCC1 (dioxane), C(C)(=O)OCC (ethyl acetate), O (water). Reaction conditions: temperature 0 celsius. The product is CC1(CCC(C2=CC=C(C=C12)C)=O)C (1,2,3,4-Tetrahydro-4,4,6-trimethyl-1-oxo-naphthalene). The yield is 88.8%. As a reaction SMILES: [CH3:1][C:2]1([CH3:13])[C:11]2[C:6](=[CH:7][CH:8]=[C:9]([CH3:12])[CH:10]=2)[CH2:5][CH2:4][CH2:3]1.Br([O-])(=O)=[O:15].[K+].[N+]([O-])([O-])=O.[NH4+].[Ce]>O.O1CCOCC1.C(OCC)(=O)C>[CH3:1][C:2]1([CH3:13])[C:11]2[C:6](=[CH:7][CH:8]=[C:9]([CH3:12])[CH:10]=2)[C:5](=[O:15])[CH2:4][CH2:3]1 |f:1.2,3.4.5|. Reported procedure: A solution of 1,2,3,4-tetrahydro-1,1,7-trimethyl-naphthalene (9.60 g, 55 mmol), potassium bromate (9.17 g, 55 mmol), cerium ammonium nitrate (1.50 g) in water (28 mL) and dioxane (44 mL) was heated under argon at 85° C. for 6 hours. The mixture was then cooled to 0° C., diluted with ethyl acetate and water. The organic phase was separated and the aqueous phase extracted with ethyl acetate. The combined organic extracts were washed with water (2×), saturated sodium bicarbonate and brine, dried ov... Procedure details: In analogy to the procedure described in Example 293, 2-(6-(cyclopropylmethoxy)-5-(3,3-difluoroazetidin-1-yl)picolinamido)-2-ethylbutanoic acid and 3,3-difluoroazetidine (CAN 679431-52-8) were condensed to the title product. MS (EI): m/e=471.4 [M−H]−. Reaction SMILES: [CH:1]1([CH2:4][O:5][C:6]2[N:11]=[C:10]([C:12]([NH:14][C:15]([CH2:21][CH3:22])([CH2:19][CH3:20])[C:16]([OH:18])=O)=[O:13])[CH:9]=[CH:8][C:7]=2[N:23]2[CH2:26][C:25]([F:28])([F:27])[CH2:24]2)[CH2:3][CH2:2]1.[F:29][C:30]1([F:34])[CH2:33][NH:32][CH2:31]1>>[F:29][C:30]1([F:34])[CH2:33][N:32]([C:16]([C:15]([NH:14][C:12]([C:10]2[CH:9]=[CH:8][C:7]([N:23]3[CH2:24][C:25]([F:28])([F:27])[CH2:26]3)=[C:6]([O:5][CH2:4][CH:1]3[CH2:2][CH2:3]3)[N:11]=2)=[O:13])([CH2:21][CH3:22])[CH2:19][CH3:20])=[O:18])[CH2:31]1. Reactants: C1(CC1)COC1=C(C=CC(=N1)C(=O)NC(C(=O)O)(CC)CC)N1CC(C1)(F)F (2-(6-(cyclopropylmethoxy)-5-(3,3-difluoroazetidin-1-yl)picolinamido)-2-ethylbutanoic acid), FC1(CNC1)F (3,3-difluoroazetidine). The product is FC1(CN(C1)C(=O)C(CC)(CC)NC(=O)C1=NC(=C(C=C1)N1CC(C1)(F)F)OCC1CC1)F (6-Cyclopropylmethoxy-5-(3,3-difluoro-azetidin-1-yl)-pyridine-2-carboxylic acid [1-(3,3-difluoro-azetidine-1-carbonyl)-1-ethyl-propyl]-amide). Product: CN(C=CC(=O)C1=CNC2=CC=CC=C12)C (3-Dimethylamino-1-(3-indolyl)-2-propen-1-one). Procedure: A mixture of 3.18 g of 3-acetylindole and 5.17 ml. (4.36 g) of tert-butoxybis(dimethylamino)methane was heated on a steam bath for 4 hours. The cooled reaction mixture was triturated with n-hexanes and gave a semi-solid. The solvent was removed in vacuo and the material was triturated with dichloromethane giving 3.08 g of the desired compound as a tan crystalline solid, mp 239°-245° C. Reactants: C(C)(=O)C1=CNC2=CC=CC=C12 (3-acetylindole), C(C)(C)(C)OC(N(C)C)N(C)C (tert-butoxybis(dimethylamino)methane). RXN SMILES: [C:1]([C:4]1[C:12]2[C:7](=[CH:8][CH:9]=[CH:10][CH:11]=2)[NH:6][CH:5]=1)(=[O:3])[CH3:2].C(O[CH:18](N(C)C)[N:19]([CH3:21])[CH3:20])(C)(C)C>>[CH3:18][N:19]([CH3:21])[CH:20]=[CH:2][C:1]([C:4]1[C:12]2[C:7](=[CH:8][CH:9]=[CH:10][CH:11]=2)[NH:6][CH:5]=1)=[O:3].